This data is from the Open Reaction Database (ORD), a public repository of structured organic reaction records. The task is: describe an organic reaction: reactants, conditions, products, and yield The reactants are C(C)(=O)OCC (Ethyl acetate), OC(C)C=1C=C(C=CC1)S(=O)(=O)C[N+](=O)[O-] ([3-(1-hydroxyethyl)phenylsulphonyl]nitromethane), [Cr](=O)(=O)([O-])Cl.[NH+]1=CC=CC=C1 (pyridinium chlorochromate). Solvent: ClCCl (dichloromethane), ClCCl (dichloromethane). Run at time 2 hour. Yields the product C(C)(=O)C=1C=C(C=CC1)S(=O)(=O)C[N+](=O)[O-] ((3-acetylphenylsulphonyl)nitromethane). As a reaction SMILES: [OH:1][CH:2]([C:4]1[CH:5]=[C:6]([S:10]([CH2:13][N+:14]([O-:16])=[O:15])(=[O:12])=[O:11])[CH:7]=[CH:8][CH:9]=1)[CH3:3].[Cr](Cl)([O-])(=O)=O.[NH+]1C=CC=CC=1.C(OCC)(=O)C>ClCCl>[C:2]([C:4]1[CH:5]=[C:6]([S:10]([CH2:13][N+:14]([O-:16])=[O:15])(=[O:11])=[O:12])[CH:7]=[CH:8][CH:9]=1)(=[O:1])[CH3:3] |f:1.2|. Procedure details: A solution of [3-(1-hydroxyethyl)phenylsulphonyl]nitromethane (1.10 g, 4.5 mmol) in dichloromethane (10 ml) was added to a vigorously stirred suspension of pyridinium chlorochromate (1.45 g, 6.7 mmol) in dichloromethane (10 ml). The mixture was stirred for 2 hours. Ethyl acetate (100 ml) was added and the solvent was decanted. The black residue was washed twice with ethyl acetate. The extracts and the decanted solution were combined and filtered through magnesium silicate [`Florisil` (trade mark...